Dataset: the Open Reaction Database (ORD), a public repository of structured organic reaction records. Task: describe an organic reaction: reactants, conditions, products, and yield Reactants: [Li]CCCC (n-BuLi), C(C)OC(C#C)OCC (3,3-Diethoxy-propyne), C(CC)=O (Propionaldehyde). The solvent is C1CCOC1 (THF), C1CCOC1 (THF). Reaction conditions: time 30 minute. Yields the product C(C)OC(C#CC(CC)O)OCC (6,6-Diethoxy-hex-4-yn-3-ol). RXN SMILES: [CH2:1]([O:3][CH:4]([O:7][CH2:8][CH3:9])[C:5]#[CH:6])[CH3:2].[Li]CCCC.[CH:15](=[O:18])[CH2:16][CH3:17]>C1COCC1>[CH2:1]([O:3][CH:4]([O:7][CH2:8][CH3:9])[C:5]#[C:6][CH:15]([OH:18])[CH2:16][CH3:17])[CH3:2]. Procedure details: A mixture of 3,3-Diethoxy-propyne (2.73 g, 21.3 mmol) in THF (40 ml) was cooled to −78 C under N2. A solution of n-BuLi (2.0M in cyclohexane, 14 mL, 28 mmol) was added. After 30 min., Propionaldehyde (1.61 g, 27.7 mmol) in THF (10 ml) was added. After 15 h, the reaction was quenched by dilution with 1N HCl, warmed to room temperature and extracted into EtOAc. The organic layer was washed with brine, dried over sodium sulfate, filtered and evaporated to give product, 4.30 g (83%). Starting materials: N1CCCCC1 (Piperdine), C(C)(C)(C)OC(NC1CC2=CC=C(C=C2CC1)C=O)=O ((6-Formyl-1,2,3,4-tetrahydro-naphthalen-2-yl)-carbamic acid tert-butyl ester), [BH-](OC(=O)C)(OC(=O)C)OC(=O)C.[Na+] (NaBH(OAc)3). The solvent is CN(C(C)=O)C (N,N-dimethylacetamide). Run at time 30 minute. The product is C(C)(C)(C)OC(NC1CC2=CC=C(C=C2CC1)CN1CCCCC1)=O ((6-piperidin-1-ylmethyl-1,2,3,4-tetrahydro-naphthalen-2-yl)-carbamic acid tert-butyl ester). RXN SMILES: [C:1]([O:5][C:6](=[O:20])[NH:7][CH:8]1[CH2:17][CH2:16][C:15]2[C:10](=[CH:11][CH:12]=[C:13]([CH:18]=O)[CH:14]=2)[CH2:9]1)([CH3:4])([CH3:3])[CH3:2].[NH:21]1[CH2:26][CH2:25][CH2:24][CH2:23][CH2:22]1.[BH-](OC(C)=O)(OC(C)=O)OC(C)=O.[Na+]>CN(C)C(=O)C>[C:1]([O:5][C:6](=[O:20])[NH:7][CH:8]1[CH2:17][CH2:16][C:15]2[C:10](=[CH:11][CH:12]=[C:13]([CH2:18][N:21]3[CH2:26][CH2:25][CH2:24][CH2:23][CH2:22]3)[CH:14]=2)[CH2:9]1)([CH3:4])([CH3:3])[CH3:2] |f:2.3|. Reported procedure: (6-Formyl-1,2,3,4-tetrahydro-naphthalen-2-yl)-carbamic acid tert-butyl ester (Step D) (0.090 g, 0.33 mmol) was dissolved in N,N-dimethylacetamide (10 mL). Piperdine (0.162 mL, 1.63 mmol) was added and the mixture was stirred at RT for 30 min. NaBH(OAc)3 (0.173 g, 0.817 mmol) was added in one portion and the reaction was stirred at RT until complete consumption of starting material was observed by HPLC analysis. The reaction was in concentrated in vacuo and the residue was diluted with CH2Cl2 and... Solvent: C(C)(=O)OCC (ethyl acetate). Procedure: To a solution of 1-(3,5-dimethoxyphenyl)-1-(hex-1-enyl)-cyclopentane (1 equiv.) in ethyl acetate (0.11M) was added 10% Pd/C (17%, w/w) and the resulting suspension was stirred vigorously under an hydrogen atmosphere, overnight at room temperature. The catalyst was removed by filtration through celite and the filtrate was evaporated under reduced pressure to afford the crude product. Purification through a short column of silica gel using 5% diethyl ether-petroleum ether yielded the title compoun... Reactants: COC=1C=C(C=C(C1)OC)C1(CCCC1)C=CCCCC (1-(3,5-dimethoxyphenyl)-1-(hex-1-enyl)-cyclopentane). As a reaction SMILES: [CH3:1][O:2][C:3]1[CH:4]=[C:5]([C:11]2([CH:16]=[CH:17][CH2:18][CH2:19][CH2:20][CH3:21])[CH2:15][CH2:14][CH2:13][CH2:12]2)[CH:6]=[C:7]([O:9][CH3:10])[CH:8]=1>C(OCC)(=O)C.[Pd]>[CH3:10][O:9][C:7]1[CH:6]=[C:5]([C:11]2([CH2:16][CH2:17][CH2:18][CH2:19][CH2:20][CH3:21])[CH2:15][CH2:14][CH2:13][CH2:12]2)[CH:4]=[C:3]([O:2][CH3:1])[CH:8]=1. The reagents and catalysts are [Pd] (Pd/C). Yields the product COC=1C=C(C=C(C1)OC)C1(CCCC1)CCCCCC (1-(3,5-Dimethoxyphenyl)-1-hexyl-cyclopentane). Isolated yield 95.0%. Run at time 8 hour. The reactants are C(=O)([O-])[O-].[K+].[K+] (K2CO3), CC1(CC(CC(C1)(C)C)=C(C1=CC=C(C=C1)O)C1=CC=C(C=C1)C#C[Si](C)(C)C)C (4-((3,3,5,5-Tetramethylcyclohexylidene){4-[(trimethylsilyl)ethynyl]phenyl}methyl)phenol), O (water). The solvent is CO (MeOH). Reaction conditions: time 8 hour. The product is C(#C)C1=CC=C(C=C1)C(C1=CC=C(C=C1)O)=C1CC(CC(C1)(C)C)(C)C (4-[(4-Ethynylphenyl)(3,3,5,5-tetramethylcyclohexylidene)methyl]phenol). Yield: 96.8%. Reaction SMILES: [CH3:1][C:2]1([CH3:30])[CH2:7][C:6]([CH3:9])([CH3:8])[CH2:5][C:4](=[C:10]([C:18]2[CH:23]=[CH:22][C:21]([C:24]#[C:25][Si](C)(C)C)=[CH:20][CH:19]=2)[C:11]2[CH:16]=[CH:15][C:14]([OH:17])=[CH:13][CH:12]=2)[CH2:3]1.C([O-])([O-])=O.[K+].[K+].O>CO>[C:24]([C:21]1[CH:22]=[CH:23][C:18]([C:10](=[C:4]2[CH2:3][C:2]([CH3:30])([CH3:1])[CH2:7][C:6]([CH3:9])([CH3:8])[CH2:5]2)[C:11]2[CH:16]=[CH:15][C:14]([OH:17])=[CH:13][CH:12]=2)=[CH:19][CH:20]=1)#[CH:25] |f:1.2.3|. Procedure details: 4-((3,3,5,5-Tetramethylcyclohexylidene){4-[(trimethylsilyl)ethynyl]phenyl}methyl)phenol (146) (0.175 g, 0.42 mmol) was dissolved in MeOH (10 mL). To this solution was added K2CO3 (0.18 g, 1.26 mmol). The reaction mixture was stirred at room temperature overnight, poured into water (10 mL) and extracted with EtOAc (2×50 mL). The combined organic phase was washed with brine, dried over Na2SO4, filtered, and the filtrate was concentrated to give the crude product as brown solid. The crude product w...